From a dataset of the Open Reaction Database (ORD), a public repository of structured organic reaction records. describe an organic reaction: reactants, conditions, products, and yield Reactants: OC(=O)C(F)(F)F.OC(=O)C(F)(F)F.FCCN1CCNCC1 (1-(2-Fluoroethyl)piperazine diTFA salt), BrC(C)O (bromoethanol), C([O-])([O-])=O.[K+].[K+] (Potassium carbonate), BrCCO (2-bromoethanol). Solvent: C(C)#N (acetonitrile). Run at temperature 85 celsius, time 8 hour. Yields the product FCCN1CCN(CC1)CCO (2-[4-(2-fluoroethyl)piperazin-1-yl]ethanol). Isolated yield 66.4%. Reaction SMILES: [OH:1][C:2]([C:4](F)(F)F)=O.OC(C(F)(F)F)=O.[F:15][CH2:16][CH2:17][N:18]1[CH2:23][CH2:22][NH:21][CH2:20][CH2:19]1.C(=O)([O-])[O-].[K+].[K+].BrCCO.BrC(O)C>C(#N)C>[F:15][CH2:16][CH2:17][N:18]1[CH2:23][CH2:22][N:21]([CH2:4][CH2:2][OH:1])[CH2:20][CH2:19]1 |f:0.1.2,3.4.5|. Procedure: 1-(2-Fluoroethyl)piperazine diTFA salt (464 mg, 1.29 mmol), (prepared as described for the starting material in Example 27), was dissolved in acetonitrile (3.5 ml). Potassium carbonate (889 mg, 6.44 mmol) and 2-bromoethanol (95 μl, 1.34 mmol) were added and the mixture heated to 85° C. and left overnight. More bromoethanol (95 μl, 1.34 mmol) was added and the reaction mixture heated at 85° C. for a further 2 hours. The reaction mixture was cooled, filtered and concentrated. The residue was purif...